describe an organic reaction: reactants, conditions, products, and yield From a dataset of the Open Reaction Database (ORD), a public repository of structured organic reaction records. The reactants are CCO, O=C1NC(Cc2ccc(F)cc2)C(c2ccc(F)cc2)O1, [Na+], [OH-]. Yields the product NC(Cc1ccc(F)cc1)C(O)c1ccc(F)cc1. Reaction SMILES: [CH3:24][CH2:25][OH:26].[F:1][c:2]1[cH:3][cH:4][c:5]([CH:8]2[CH:9]([CH2:14][c:15]3[cH:16][cH:17][c:18]([F:21])[cH:19][cH:20]3)[NH:10][C:11](=[O:13])[O:12]2)[cH:6][cH:7]1.[Na+:23].[OH-:22]>>[F:1][c:2]1[cH:3][cH:4][c:5]([CH:8]([CH:9]([NH2:10])[CH2:14][c:15]2[cH:16][cH:17][c:18]([F:21])[cH:19][cH:20]2)[OH:12])[cH:6][cH:7]1. Starting materials: C(C)N(CCN1C(C(C2=C(C=C(C=C12)I)C(F)(F)F)(C1=CC2=CC=CC=C2C=C1)O)=O)CC (1-(2-diethylaminoethyl)-4-trifluoromethyl-6-iodo-3-hydroxy-3-(2-naphthyl)oxindole), C(CC)(=O)OC(C)(C)C (t-butyl propionate). Product: C(C)N(CCN1C(C(C2=C(C=C(C=C12)C#CC(=O)OC(C)(C)C)C(F)(F)F)(C1=CC2=CC=CC=C2C=C1)O)=O)CC (1-(2-Diethylaminoethyl)-4-trifluoromethyl-6-(2-t-butoxycarbonyl-1-ethynyl)-3-hydroxy-3-(2-naphthyl)oxindole). As a reaction SMILES: [CH2:1]([N:3]([CH2:32][CH3:33])[CH2:4][CH2:5][N:6]1[C:14]2[C:9](=[C:10]([C:16]([F:19])([F:18])[F:17])[CH:11]=[C:12](I)[CH:13]=2)[C:8]([OH:30])([C:20]2[CH:29]=[CH:28][C:27]3[C:22](=[CH:23][CH:24]=[CH:25][CH:26]=3)[CH:21]=2)[C:7]1=[O:31])[CH3:2].[C:34]([O:38][C:39]([CH3:42])([CH3:41])[CH3:40])(=[O:37])[CH2:35][CH3:36]>>[CH2:1]([N:3]([CH2:32][CH3:33])[CH2:4][CH2:5][N:6]1[C:14]2[C:9](=[C:10]([C:16]([F:19])([F:18])[F:17])[CH:11]=[C:12]([C:36]#[C:35][C:34]([O:38][C:39]([CH3:42])([CH3:41])[CH3:40])=[O:37])[CH:13]=2)[C:8]([OH:30])([C:20]2[CH:29]=[CH:28][C:27]3[C:22](=[CH:23][CH:24]=[CH:25][CH:26]=3)[CH:21]=2)[C:7]1=[O:31])[CH3:2]. Reported procedure: The title compound (75.7 mg, quant.) was prepared from 1-(2-diethylaminoethyl)-4-trifluoromethyl-6-iodo-3-hydroxy-3-(2-naphthyl)oxindole of Example 48 (75.1 mg, 0.132 mmol) and t-butyl propionate by the procedure similar to that described in Reference Example 21. The reactants are C(C1=CC=CC=C1)N1CCC2(CC1)CN(C1=CC=CC(=C12)CNC(OC(C)(C)C)=O)C=1C2=C(N=CN1)CCC2C(C)C (tert-butyl (1′-benzyl-1-(5-isopropyl-6,7-dihydro-5H-cyclopenta[d]pyrimidin-4-yl)spiro[indoline-3,4′-piperidine]-4-yl)methylcarbamate), Cl (HCl). Solvent: C(Cl)Cl (DCM), O1CCOCC1 (dioxane). Conditions: time 1 hour. The product is Cl.Cl.Cl.C(C1=CC=CC=C1)N1CCC2(CC1)CN(C1=CC=CC(=C12)CN)C=1C2=C(N=CN1)CCC2C(C)C ((1′-benzyl-1-(5-isopropyl-6,7-dihydro-5H-cyclopenta[d]pyrimidin-4-yl)spiro[indoline-3,4′-piperidine]-4-yl)methanamine trihydrochloride). RXN SMILES: [CH2:1]([N:8]1[CH2:13][CH2:12][C:11]2([C:21]3[C:16](=[CH:17][CH:18]=[CH:19][C:20]=3[CH2:22][NH:23]C(=O)OC(C)(C)C)[N:15]([C:31]3[C:32]4[CH:39]([CH:40]([CH3:42])[CH3:41])[CH2:38][CH2:37][C:33]=4[N:34]=[CH:35][N:36]=3)[CH2:14]2)[CH2:10][CH2:9]1)[C:2]1[CH:7]=[CH:6][CH:5]=[CH:4][CH:3]=1.[ClH:43]>C(Cl)Cl.O1CCOCC1>[ClH:43].[ClH:43].[ClH:43].[CH2:1]([N:8]1[CH2:13][CH2:12][C:11]2([C:21]3[C:16](=[CH:17][CH:18]=[CH:19][C:20]=3[CH2:22][NH2:23])[N:15]([C:31]3[C:32]4[CH:39]([CH:40]([CH3:42])[CH3:41])[CH2:38][CH2:37][C:33]=4[N:34]=[CH:35][N:36]=3)[CH2:14]2)[CH2:10][CH2:9]1)[C:2]1[CH:3]=[CH:4][CH:5]=[CH:6][CH:7]=1 |f:4.5.6.7|. Reported procedure: A solution of tert-butyl (1′-benzyl-1-(5-isopropyl-6,7-dihydro-5H-cyclopenta[d]pyrimidin-4-yl)spiro[indoline-3,4′-piperidine]-4-yl)methylcarbamate (1.00 g, 1.76 mmol) in DCM (8 mL) was treated with 4N HCl in dioxane (2 mL). The reaction was stirred at room temperature for 1 hour and concentrated under reduced pressure to yield (1′-benzyl-1-(5-isopropyl-6,7-dihydro-5H-cyclopenta[d]pyrimidin-4-yl)spiro[indoline-3,4′-piperidine]-4-yl)methanamine trihydrochloride. LCMS (APCI+) m/z 468.2 [M+H]+; Rt=3... Starting materials: C(=O)=O (dry ice), [OH-].[Na+] (NaOH), C(C)O[C@@H]1CC[C@H](CC1)C1=CC(=C(C=C1)O)F (p-(trans-4-ethoxycyclohexyl)-o-fluorophenol), ClC(F)F (chlorodifluoromethane). Solvent: C1CCOC1 (THF). Conditions: time 1 hour. The product is C(C)O[C@@H]1CC[C@H](CC1)C1=CC(=C(C=C1)OC(F)F)F (p-(trans-4-ethoxycyclohexyl)-o-fluorodifluoromethoxybenzene). Reaction SMILES: [OH-].[Na+].[CH2:3]([O:5][C@H:6]1[CH2:11][CH2:10][C@H:9]([C:12]2[CH:17]=[CH:16][C:15]([OH:18])=[C:14]([F:19])[CH:13]=2)[CH2:8][CH2:7]1)[CH3:4].Cl[CH:21]([F:23])[F:22].C(=O)=O>C1COCC1>[CH2:3]([O:5][C@H:6]1[CH2:7][CH2:8][C@H:9]([C:12]2[CH:17]=[CH:16][C:15]([O:18][CH:21]([F:23])[F:22])=[C:14]([F:19])[CH:13]=2)[CH2:10][CH2:11]1)[CH3:4] |f:0.1|. Procedure details: 11 g of NaOH (32%) are added to a solution of 8.2 (lacuna) of the resultant p-(trans-4-ethoxycyclohexyl)-o-fluorophenol in 80 ml of THF and 13.8 g of chlorodifluoromethane are introduced (dry ice reflux condenser). After subsequently stirring for one hour, the solution is decanted off from the precipitate and concentrated to give a residue. Bulb tube distillation gives p-(trans-4-ethoxycyclohexyl)-o-fluorodifluoromethoxybenzene, b.p.1 ~220° C., Tg -62°. The reactants are FC(C=1C=C(C=C(C1)C(F)(F)F)C1C(CCCC1)=O)(F)F (2-(3,5-Bis-trifluoromethyl-phenyl)-cyclohexanone), C(C)(C)(C)OC(N(C)C)N(C)C (tert.-butoxy-bis-(dimethylamino)-methane). Yields the product FC(C=1C=C(C=C(C1)C(F)(F)F)C1C(C(CCC1)=CN(C)C)=O)(F)F (2-(3, 5-Bis-trifluoromethyl-phenyl)-6-[1-dimethylamino-methylidene]-cyclohexanone). Reaction SMILES: [F:1][C:2]([F:21])([F:20])[C:3]1[CH:4]=[C:5]([CH:13]2[CH2:18][CH2:17][CH2:16][CH2:15][C:14]2=[O:19])[CH:6]=[C:7]([C:9]([F:12])([F:11])[F:10])[CH:8]=1.C(O[CH:27](N(C)C)[N:28]([CH3:30])[CH3:29])(C)(C)C>>[F:1][C:2]([F:20])([F:21])[C:3]1[CH:4]=[C:5]([CH:13]2[CH2:18][CH2:17][CH2:16][C:15](=[CH:27][N:28]([CH3:30])[CH3:29])[C:14]2=[O:19])[CH:6]=[C:7]([C:9]([F:11])([F:12])[F:10])[CH:8]=1. Procedure details: 2-(3,5-Bis-trifluoromethyl-phenyl)-cyclohexanone (155, 0.5 mmol) was reacted with tert.-butoxy-bis-(dimethylamino)-methane using in analogous manner the procedure described in example 45a) to give crude title compound (184 mg) as a red oil which was used directly in the next step. MS ISP (m/e): 366.1 [(M+H)+].